This data is from the Open Reaction Database (ORD), a public repository of structured organic reaction records. The task is: describe an organic reaction: reactants, conditions, products, and yield Reactants: O=C(Cl)c1ccccc1, ClCCl, CC(CN)c1ccccc1, CC1CNCc2ccccc21, CC1CNC(c2ccccc2)c2ccccc21, O=C(Cl)C(Cl)Cl, [Na+], [OH-], O, c1ccc2cnccc2c1. Yields the product CC1CN(C(=O)C(Cl)Cl)C(c2ccccc2)c2ccccc21. As a reaction SMILES: [C:11]([Cl:12])(=[O:13])[c:14]1[cH:15][cH:16][cH:17][cH:18][cH:19]1.[CH2:67]([Cl:68])[Cl:69].[CH3:1][CH:2]([c:3]1[cH:4][cH:5][cH:6][cH:7][cH:8]1)[CH2:9][NH2:10].[CH3:20][CH:21]1[c:22]2[c:23]([cH:24][cH:25][cH:26][cH:27]2)[CH2:28][NH:29][CH2:30]1.[CH3:31][CH:32]1[CH2:33][NH:34][CH:35]([c:42]2[cH:43][cH:44][cH:45][cH:46][cH:47]2)[c:36]2[cH:37][cH:38][cH:39][cH:40][c:41]21.[Cl:60][CH:61]([Cl:62])[C:63]([Cl:64])=[O:65].[Na+:59].[OH-:58].[OH2:66].[cH:48]1[cH:49][c:50]2[c:51]([cH:52][n:53][cH:54][cH:55]2)[cH:56][cH:57]1>>[CH3:31][CH:32]1[CH2:33][N:34]([C:63]([CH:61]([Cl:60])[Cl:62])=[O:65])[CH:35]([c:42]2[cH:43][cH:44][cH:45][cH:46][cH:47]2)[c:36]2[cH:37][cH:38][cH:39][cH:40][c:41]21. Reactants: C(#N)C=C1OC(=O)C2=CC(=C(C=C12)CC)CC (3-cyanomethylene-5,6-diethylphthalide), C[O-].[Na+] (sodium methoxide). Run in Cl (hydrochloric acid). Product: C(#N)C1C(C2=CC(=C(C=C2C1=O)CC)CC)=O (2-Cyano-5,6-diethyl indan-1,3-dione). Isolated yield 77.8%. RXN SMILES: [C:1]([CH:3]=[C:4]1[C:13]2[C:8](=[CH:9][C:10]([CH2:16][CH3:17])=[C:11]([CH2:14][CH3:15])[CH:12]=2)[C:6](=[O:7])[O:5]1)#[N:2].C[O-].[Na+]>Cl>[C:1]([CH:3]1[C:6](=[O:7])[C:8]2[C:13](=[CH:12][C:11]([CH2:14][CH3:15])=[C:10]([CH2:16][CH3:17])[CH:9]=2)[C:4]1=[O:5])#[N:2] |f:1.2|. Reported procedure: A mixture of 3-cyanomethylene-5,6-diethylphthalide (4.7 g; 0.021 mole) and methanolic sodium methoxide (from sodium [0.48 g] and methanol [21 ml]) was refluxed for 20 mins., cooled, and the red solution poured into 5N hydrochloric acid (100 ml). The precipitated yellow solid was filtered off and dried in vacuo over P2O5 /NaOH to yield 3.711 g (79%) of material of m.p. 172°-173° C. (d). (Found; C, 73.60; H, 5.94; N, 6.13; C14H13NO2 requires; C, 73.99; H, 5.77; N, 6.16%). The reactants are C(C)OC(CCC(=O)C1=CC=C(C=C1)O)=O (4-(4-hydroxyphenyl)-4-oxo-butyric acid ethyl ester), BrCCCCl (1-bromo-3-chloro-propane), C([O-])([O-])=O.[K+].[K+] (potassium carbonate). Solvent: C(C)#N (acetonitrile). Yields the product C(C)OC(CCC(=O)C1=CC=C(C=C1)OCCCCl)=O (4-[4-(3-Chloro-propoxy)-phenyl]-4-oxo-butyric acid ethyl ester). As a reaction SMILES: [CH2:1]([O:3][C:4](=[O:16])[CH2:5][CH2:6][C:7]([C:9]1[CH:14]=[CH:13][C:12]([OH:15])=[CH:11][CH:10]=1)=[O:8])[CH3:2].Br[CH2:18][CH2:19][CH2:20][Cl:21].C(=O)([O-])[O-].[K+].[K+]>C(#N)C>[CH2:1]([O:3][C:4](=[O:16])[CH2:5][CH2:6][C:7]([C:9]1[CH:10]=[CH:11][C:12]([O:15][CH2:18][CH2:19][CH2:20][Cl:21])=[CH:13][CH:14]=1)=[O:8])[CH3:2] |f:2.3.4|. Procedure details: In a 1 L round bottom flask, 4-(4-hydroxyphenyl)-4-oxo-butyric acid ethyl ester (8.65 g, 39.0 mmol), 1-bromo-3-chloro-propane (6.1 g, 61.0 mmol), and potassium carbonate (9.3 g, 67.1 mmol) in acetonitrile (300 mL) was heated to reflux 14 h. The reaction was cooled and the solvent concentrated under vacuum. The slurry was partitioned between methylene chloride and water, separated and dried over MgSO4. Purification with silica gel chromatography eluting with hexanes/ethyl acetate (3:1) produced 7... Starting materials: Cl.N1(CCOCC1)CC(=O)O (2-morpholin-4-ylacetic acid hydrochloride), N[C@H](C(=O)NC1=CC=C(C=C1)OC1=CC=C(C=C1)F)COCC1=CC=CC=C1 ((S)-2-amino-3-(benzyloxy)-N-(4-(4-fluorophenoxy)phenyl)propanamide). The product is Compound 155, C(C1=CC=CC=C1)OC[C@@H](C(=O)NC1=CC=C(C=C1)OC1=CC=C(C=C1)F)NC(CN1CCOCC1)=O ((S)-3-(benzyloxy)-N-(4-(4-fluorophenoxy)phenyl)-2-(2-morpholinoacetamido)propanamide). The yield is 17.0%. Reaction SMILES: Cl.[N:2]1([CH2:8][C:9]([OH:11])=O)[CH2:7][CH2:6][O:5][CH2:4][CH2:3]1.[NH2:12][C@@H:13]([CH2:31][O:32][CH2:33][C:34]1[CH:39]=[CH:38][CH:37]=[CH:36][CH:35]=1)[C:14]([NH:16][C:17]1[CH:22]=[CH:21][C:20]([O:23][C:24]2[CH:29]=[CH:28][C:27]([F:30])=[CH:26][CH:25]=2)=[CH:19][CH:18]=1)=[O:15]>>[CH2:33]([O:32][CH2:31][C@H:13]([NH:12][C:9](=[O:11])[CH2:8][N:2]1[CH2:3][CH2:4][O:5][CH2:6][CH2:7]1)[C:14]([NH:16][C:17]1[CH:22]=[CH:21][C:20]([O:23][C:24]2[CH:29]=[CH:28][C:27]([F:30])=[CH:26][CH:25]=2)=[CH:19][CH:18]=1)=[O:15])[C:34]1[CH:39]=[CH:38][CH:37]=[CH:36][CH:35]=1 |f:0.1|. Reported procedure: Proceeding as in Example 1, but substituting 2-morpholin-4-ylacetic acid hydrochloride and (S)-2-amino-3-(benzyloxy)-N-(4-(4-fluorophenoxy)phenyl)propanamide, gave Compound 155, (S)-3-(benzyloxy)-N-(4-(4-fluorophenoxy)phenyl)-2-(2-morpholinoacetamido)propanamide (23 mg, 17%); Major isomer: 1H-NMR (400 MHz, DMSO-D6): σ 10.20 (br s, 1H), 7.98-7.96 (d, 1H), 7.61-7.57 (d, 2H), 7.33-7.26 (m, 5H), 7.23-7.19 (t, 2H), 7.04-6.97 (m, 4H), 4.72-4.67 (m, 1H), 4.52 (s, 2H), 3.78-3.68 (m, 2H), 3.59-3.57 (t, 4... Starting materials: C(C1=CC=CC=C1)OC1=CC=C(C=C1)CC(C(=O)OCC)(C)OC1=CC=C(C=C1)C(C)C (ethyl 3-(4-benzyloxyphenyl)-2-(4-isopropylphenoxy)-2-methylpropionate). The reagents and catalysts are [Pd] (palladium on carbon). Product: OC1=CC=C(C=C1)CC(C(=O)OCC)(C)OC1=CC=C(C=C1)C(C)C (Ethyl 3-(4-hydroxyphenyl)-2-(4-isopropylphenoxy)-2-methylpropionate). The yield is 85.7%. RXN SMILES: C([O:8][C:9]1[CH:14]=[CH:13][C:12]([CH2:15][C:16]([O:23][C:24]2[CH:29]=[CH:28][C:27]([CH:30]([CH3:32])[CH3:31])=[CH:26][CH:25]=2)([CH3:22])[C:17]([O:19][CH2:20][CH3:21])=[O:18])=[CH:11][CH:10]=1)C1C=CC=CC=1>[Pd]>[OH:8][C:9]1[CH:14]=[CH:13][C:12]([CH2:15][C:16]([O:23][C:24]2[CH:25]=[CH:26][C:27]([CH:30]([CH3:31])[CH3:32])=[CH:28][CH:29]=2)([CH3:22])[C:17]([O:19][CH2:20][CH3:21])=[O:18])=[CH:11][CH:10]=1. Procedure: In a similar manner to that described in Reference example 1(d), a reaction was carried out using ethyl 3-(4-benzyloxyphenyl)-2-(4-isopropylphenoxy)-2-methylpropionate (6.16 g), which is the product of Reference example 9(a), and palladium on carbon (5%, 1.00 g) and the reaction mixture was treated to afford the title compound (4.18 g) as a syrup. Reactants: C12CN(CC(CC1)CC2)C(=O)CN2C(C(N=C(C1=C2C=CC=C1)CC1CCCCC1)NC(=O)OCC1=CC=CC=C1)=O ((3RS)-1-[(3-azabicyclo[3.2.2]non-3-yl)carbonylmethyl]-3-benzyloxycarbonylamino-5-cyclohexylmethyl-2,3-dihydro-1H-1,4-benzodiazepin-2-one). Reagents/catalysts: [OH-].[OH-].[Pd+2] (Pearlman's catalyst). Solvent: CO (methanol). Product: C1(CCCCC1)CC1=NCC(NC2=C1C=CC=C2)=O (5-cyclohexylmethyl-2,3-dihydro-1H-1,4-benzodiazepin-2-one). The yield is 167.5%. RXN SMILES: C12CCC(CC1)CN(C(C[N:13]1[C:19]3[CH:20]=[CH:21][CH:22]=[CH:23][C:18]=3[C:17]([CH2:24][CH:25]3[CH2:30][CH2:29][CH2:28][CH2:27][CH2:26]3)=[N:16][CH:15](NC(OCC3C=CC=CC=3)=O)[C:14]1=[O:42])=O)C2>CO.[OH-].[OH-].[Pd+2]>[CH:25]1([CH2:24][C:17]2[C:18]3[CH:23]=[CH:22][CH:21]=[CH:20][C:19]=3[NH:13][C:14](=[O:42])[CH2:15][N:16]=2)[CH2:26][CH2:27][CH2:28][CH2:29][CH2:30]1 |f:2.3.4|. Reported procedure: To a solution of (3RS)-1-[(3-azabicyclo[3.2.2]non-3-yl)carbonylmethyl]-3-benzyloxycarbonylamino-5-cyclohexylmethyl-2,3-dihydro-1H-1,4-benzodiazepin-2-one (0.396 g) in methanol (15 ml) was added Pearlman's catalyst (0.111 g). The mixture was stirred under H2 atmosphere over night. The catalyst was filtered off by suction filtration on Celite®. The filtrate was concentrated in vacuo to give (3RS)-3-amino-1-[(3-azalicyclo[3.2.2]non-3-yl)carbonylmethyl]-5-cyclohexylmethyl-2,3-dihydro-1H-1,4-benzodia... Reactants: Cl.Cl.NC1=CC(=C(C(=O)NCC2CCNCC2)C=C1Cl)OC (4-Amino-5-chloro-2-methoxy-N-(piperidin-4-ylmethyl)benzamide dihydrochloride), COC=1C=C(COCCCCBr)C=C(C1)OC (4-(3,5-dimethoxybenzyloxy)butyl bromide). Yields the product NC1=CC(=C(C(=O)NCC2CCN(CC2)CCCCOCC2=CC(=CC(=C2)OC)OC)C=C1Cl)OC (4-amino-5-chloro-N-((1-(4-(3,5-dimethoxybenzyloxy)-butyl)piperidin-4-yl)methyl)-2-methoxybenzamide). Reaction SMILES: Cl.Cl.[NH2:3][C:4]1[C:19]([Cl:20])=[CH:18][C:7]([C:8]([NH:10][CH2:11][CH:12]2[CH2:17][CH2:16][NH:15][CH2:14][CH2:13]2)=[O:9])=[C:6]([O:21][CH3:22])[CH:5]=1.[CH3:23][O:24][C:25]1[CH:26]=[C:27]([CH:35]=[C:36]([O:38][CH3:39])[CH:37]=1)[CH2:28][O:29][CH2:30][CH2:31][CH2:32][CH2:33]Br>>[NH2:3][C:4]1[C:19]([Cl:20])=[CH:18][C:7]([C:8]([NH:10][CH2:11][CH:12]2[CH2:13][CH2:14][N:15]([CH2:33][CH2:32][CH2:31][CH2:30][O:29][CH2:28][C:27]3[CH:35]=[C:36]([O:38][CH3:39])[CH:37]=[C:25]([O:24][CH3:23])[CH:26]=3)[CH2:16][CH2:17]2)=[O:9])=[C:6]([O:21][CH3:22])[CH:5]=1 |f:0.1.2|. Reported procedure: 4-Amino-5-chloro-2-methoxy-N-(piperidin-4-ylmethyl)benzamide dihydrochloride as starting compound and 4-(3,5-dimethoxybenzyloxy)butyl bromide are reacted and treated in the same manner as in Example 168 to give 4-amino-5-chloro-N-((1-(4-(3,5-dimethoxybenzyloxy)-butyl)piperidin-4-yl)methyl)-2-methoxybenzamide.